Dataset: the Open Reaction Database (ORD), a public repository of structured organic reaction records. Task: describe an organic reaction: reactants, conditions, products, and yield Reactants: COC(=O)c1ccccc1CBr, O=C([O-])[O-], CC#N, [I-], [K+], [K+], [K+], NC1c2cc([N+](=O)[O-])ccc2OC(CF)(CF)C1O, O. Reaction SMILES: [Br:20][CH2:21][c:22]1[c:23]([C:24](=[O:25])[O:26][CH3:27])[cH:28][cH:29][cH:30][cH:31]1.[C:32](=[O:33])([O-:34])[O-:35].[CH3:41][C:42]#[N:43].[I-:39].[K+:36].[K+:37].[K+:38].[NH2:1][CH:2]1[CH:3]([OH:19])[C:4]([CH2:15][F:16])([CH2:17][F:18])[O:5][c:6]2[c:7]1[cH:8][c:9]([N+:12](=[O:13])[O-:14])[cH:10][cH:11]2.[OH2:40]>>[N:1]1([CH:2]2[CH:3]([OH:19])[C:4]([CH2:15][F:16])([CH2:17][F:18])[O:5][c:6]3[c:7]2[cH:8][c:9]([N+:12](=[O:13])[O-:14])[cH:10][cH:11]3)[CH2:21][c:22]2[c:23]([cH:28][cH:29][cH:30][cH:31]2)[C:24]1=[O:25]. Product: O=C1c2ccccc2CN1C1c2cc([N+](=O)[O-])ccc2OC(CF)(CF)C1O. Reactants: O (H2O), N1C[C@@H](CC1)NC(OC(C)(C)C)=O (tert-butyl (3R)-3-pyrrolidinylcarbamate), ICC12CCC(CC1)O2 (1-(iodomethyl)-7-oxabicyclo[2.2.1]heptane), C(=O)([O-])[O-].[K+].[K+] (K2CO3). Solvent: CN(C)C=O (DMF). Run at temperature 75 celsius, time 32 hour. Product: C12(CCC(CC1)O2)CN2C[C@@H](CC2)NC(OC(C)(C)C)=O (tert-butyl [(3R)-1-(7-oxabicyclo[2.2.1]hept-1-ylmethyl)-3-pyrrolidinyl]carbamate). Yield: 52.3%. As a reaction SMILES: [NH:1]1[CH2:5][CH2:4][C@@H:3]([NH:6][C:7](=[O:13])[O:8][C:9]([CH3:12])([CH3:11])[CH3:10])[CH2:2]1.I[CH2:15][C:16]12[O:22][CH:19]([CH2:20][CH2:21]1)[CH2:18][CH2:17]2.C([O-])([O-])=O.[K+].[K+].O>CN(C=O)C>[C:16]12([CH2:15][N:1]3[CH2:5][CH2:4][C@@H:3]([NH:6][C:7](=[O:13])[O:8][C:9]([CH3:10])([CH3:12])[CH3:11])[CH2:2]3)[O:22][CH:19]([CH2:20][CH2:21]1)[CH2:18][CH2:17]2 |f:2.3.4|. Procedure details: The mixture of tert-butyl (3R)-3-pyrrolidinylcarbamate (500 mg), 1-(iodomethyl)-7-oxabicyclo[2.2.1]heptane (639 mg) and K2CO3 (742 mg) in DMF (5 mL) was stirred at 75° C. for 32 hours. The resultant was added H2O, extracted with AcOEt. The organic phase was washed with brine, dried over Na2SO4, filtered, and evaporated in vacuo. The residue was purified by column chromatography on silica gel to give tert-butyl [(3R)-1-(7-oxabicyclo[2.2.1]hept-1-ylmethyl)-3-pyrrolidinyl]carbamate (416 mg) as oran... Starting materials: ClC1=CC=C(C=C1)[C@H]1[C@@H](CN(C1)C1=NNC(C=C1)=O)C(=O)OC (Methyl (3S,4R)-4-(4-chlorophenyl)-1-(6-oxo-1,6-dihydropyridazin-3-yl)pyrrolidine-3-carboxylate), C(=O)([O-])[O-].[Cs+].[Cs+] (Cs2CO3), CI (methyl iodide). The solvent is CN(C)C=O (DMF). Reaction conditions: temperature 25 celsius, time 2 hour. Product: ClC1=CC=C(C=C1)[C@H]1[C@@H](CN(C1)C1=NN(C(C=C1)=O)C)C(=O)OC (Methyl (3S,4R)-4-(4-chlorophenyl)-1-(1-methyl-6-oxo-1,6-dihydropyridazin-3-yl)pyrrolidine-3-carboxylate). Yield: 70.0%. RXN SMILES: [Cl:1][C:2]1[CH:7]=[CH:6][C:5]([C@@H:8]2[CH2:12][N:11]([C:13]3[CH:18]=[CH:17][C:16](=[O:19])[NH:15][N:14]=3)[CH2:10][C@H:9]2[C:20]([O:22][CH3:23])=[O:21])=[CH:4][CH:3]=1.[C:24]([O-])([O-])=O.[Cs+].[Cs+].CI>CN(C=O)C>[Cl:1][C:2]1[CH:7]=[CH:6][C:5]([C@@H:8]2[CH2:12][N:11]([C:13]3[CH:18]=[CH:17][C:16](=[O:19])[N:15]([CH3:24])[N:14]=3)[CH2:10][C@H:9]2[C:20]([O:22][CH3:23])=[O:21])=[CH:4][CH:3]=1 |f:1.2.3|. Reported procedure: Methyl (3S,4R)-4-(4-chlorophenyl)-1-(6-oxo-1,6-dihydropyridazin-3-yl)pyrrolidine-3-carboxylate obtained in Step A of Preparation 22 was dissolved in DMF (5 ml). Cs2CO3 (1.11 g, 3.41 mmol) was added, and methyl iodide (0.71 mL, 11.40 mmol) was added dropwise. The reaction mixture was stirred at 20-30° C. for 2 hours and concentrated in vacuo. The obtained residue was diluted with EtOAc, washed with water and purified by column chromatography (eluent: EtOAc/Hex=1/1) to give the title compound (0.5... The reactants are COC(CN1N=C(C(=C1)N1C(N(C=2C=NC=3C=CC(=CC3C21)Br)C)=O)C)=O ([4-(8-bromo-3-methyl-2-oxo-2,3-dihydro-imidazo[4,5-c]quinolin-1-yl)-3-methyl-pyrazol-1-yl]-acetic acid methyl ester), CO (MeOH), [BH4-].[Na+] (NaBH4). Procedure details: A mixture of [4-(8-bromo-3-methyl-2-oxo-2,3-dihydro-imidazo[4,5-c]quinolin-1-yl)-3-methyl-pyrazol-1-yl]-acetic acid methyl ester (Stage 101.1.1a, 60 mg, 0.139 mmol) and MeOH (0.021 ml, 0.519 mmol) in THF (1.5 ml) was cooled to 0° C. Then NaBH4 (14 mg, 0.370 mmol) was added and the RM was heated to 50° C. for 30 min. After that, the RM was quenched with saturated aqueous NaHCO3 (20 ml) and extracted with EtOAc (2×). The combined organic layers were washed with brine, dried over Na2SO4, filtered a... Solvent: C1CCOC1 (THF). Run at temperature 0 celsius. RXN SMILES: C[O:2][C:3](=O)[CH2:4][N:5]1[CH:9]=[C:8]([N:10]2[C:22]3[C:21]4[CH:20]=[C:19]([Br:23])[CH:18]=[CH:17][C:16]=4[N:15]=[CH:14][C:13]=3[N:12]([CH3:24])[C:11]2=[O:25])[C:7]([CH3:26])=[N:6]1.CO.[BH4-].[Na+]>C1COCC1>[Br:23][C:19]1[CH:18]=[CH:17][C:16]2[N:15]=[CH:14][C:13]3[N:12]([CH3:24])[C:11](=[O:25])[N:10]([C:8]4[C:7]([CH3:26])=[N:6][N:5]([CH2:4][CH2:3][OH:2])[CH:9]=4)[C:22]=3[C:21]=2[CH:20]=1 |f:2.3|. Yields the product BrC1=CC=2C3=C(C=NC2C=C1)N(C(N3C=3C(=NN(C3)CCO)C)=O)C (8-Bromo-1-[1-(2-hydroxy-ethyl)-3-methyl-1H-pyrazol-4-yl]-3-methyl-1,3-dihydro-imidazo[4,5-c]quinolin-2-one). Reported procedure: Boc-Phe-D-Ala-Gly-OBzl (2.4 g, 4.96 mmole) was dissolved in MeOH (50 ml), and H2 gas was passed through the solution in the presence of Pd-C for 4 hours. Pd-C was removed by filtration, and MeOH was distilled off. To the thus-obtained residue MeOH/Et2O and N-hexane were added. The thus-precipiated powder was separated by filtration and reprecipitated with AcOEt/n-hexane to obtain the desired product (1.95 g, 100%). (4) Synthesis of Z-Cys(4-CH3Bzl)-Phe-D-Ala-Gly-OH The reagents and catalysts are [Pd] (Pd-C). Solvent: CO (MeOH). RXN SMILES: [NH:1]([C:29]([O:31][C:32]([CH3:35])([CH3:34])[CH3:33])=[O:30])[C@H:2]([C:10]([NH:12][C@@H:13]([C:15]([NH:17][CH2:18][C:19]([O:21]CC1C=CC=CC=1)=[O:20])=[O:16])[CH3:14])=[O:11])[CH2:3][C:4]1[CH:9]=[CH:8][CH:7]=[CH:6][CH:5]=1>CO.[Pd]>[NH:1]([C:29]([O:31][C:32]([CH3:33])([CH3:35])[CH3:34])=[O:30])[C@H:2]([C:10]([NH:12][C@@H:13]([C:15]([NH:17][CH2:18][C:19]([OH:21])=[O:20])=[O:16])[CH3:14])=[O:11])[CH2:3][C:4]1[CH:9]=[CH:8][CH:7]=[CH:6][CH:5]=1. Product: N([C@@H](CC1=CC=CC=C1)C(=O)N[C@H](C)C(=O)NCC(=O)O)C(=O)OC(C)(C)C (Boc-Phe-D-Ala-Gly-OH). Yield: 99.9%. Starting materials: N([C@@H](CC1=CC=CC=C1)C(=O)N[C@H](C)C(=O)NCC(=O)OCC1=CC=CC=C1)C(=O)OC(C)(C)C (Boc-Phe-D-Ala-Gly-OBzl). The solvent is C(C)(=O)O (acetic acid), O (water), O (water). As a reaction SMILES: I[C:2]1[N:3]([I:13])[C:4]([OH:12])=[C:5]2[CH:10]=[C:9]([CH3:11])[N:8]=[C:6]2[N:7]=1>C(O)(=O)C.O.[Zn]>[I:13][N:3]1[C:4]([OH:12])=[C:5]2[CH:10]=[C:9]([CH3:11])[N:8]=[C:6]2[N:7]=[CH:2]1. Procedure: To a mixture of 4.86 g of 2,3-diiodo-4-hydroxy-6-methylpyrrolo[2,3-d]pyrimidine in 100 mL of glacial acetic acid and 25 mL of water are added 1.3 g (20 mmol) of zinc powder. The mixture is stirred at ambient temperature for 18 hours, diluted with 500 mL of water, and cooled. The solid is collected through filtration and dried under vacuum over phosphorus pentoxide to yield 3-iodo-4-hydroxy-6-methylpyrrolo[2,3-d]pyrimidine which can be purified further by chromatography over silica eluting with 2... Run at time 18 hour. The reactants are IC=1N(C(=C2C(N1)=NC(=C2)C)O)I (2,3-diiodo-4-hydroxy-6-methylpyrrolo[2,3-d]pyrimidine). The reagents and catalysts are [Zn] (zinc). Yields the product IN1C=NC=2C(=C1O)C=C(N2)C (3-iodo-4-hydroxy-6-methylpyrrolo[2,3-d]pyrimidine). Reactants: O=[N+]([O-])c1c(C=CCO)cccc1CBr, ClCCl, [I-], [K+], [K+], [Na+], O=C([O-])[O-], C1COCCOCCOCCOCCOCCO1, c1ccccc1, O=C(O)CCSSc1ccccn1. Yields the product O=C(CCSSc1ccccn1)OCc1cccc(C=CCO)c1[N+](=O)[O-]. Reaction SMILES: [Br:38][CH2:39][c:40]1[c:41]([N+:50](=[O:51])[O-:52])[c:42]([CH:46]=[CH:47][CH2:48][OH:49])[cH:43][cH:44][cH:45]1.[Cl:61][CH2:62][Cl:63].[I-:53].[K+:32].[K+:33].[Na+:54].[O-:34][C:35]([O-:36])=[O:37].[O:14]1[CH2:15][CH2:16][O:17][CH2:18][CH2:19][O:20][CH2:21][CH2:22][O:23][CH2:24][CH2:25][O:26][CH2:27][CH2:28][O:29][CH2:30][CH2:31]1.[cH:55]1[cH:56][cH:57][cH:58][cH:59][cH:60]1.[n:1]1[c:2]([S:7][S:8][CH2:9][CH2:10][C:11](=[O:12])[OH:13])[cH:3][cH:4][cH:5][cH:6]1>>[n:1]1[c:2]([S:7][S:8][CH2:9][CH2:10][C:11](=[O:12])[O:13][CH2:39][c:40]2[c:41]([N+:50](=[O:51])[O-:52])[c:42]([CH:46]=[CH:47][CH2:48][OH:49])[cH:43][cH:44][cH:45]2)[cH:3][cH:4][cH:5][cH:6]1.